Dataset: the Open Reaction Database (ORD), a public repository of structured organic reaction records. Task: describe an organic reaction: reactants, conditions, products, and yield The reactants are C1CCOC1, Cc1nc(-c2cc(C(C)N3CCOCC3)cnc2Nc2cnc(Cl)c(NS(C)(=O)=O)c2)c2ncn(C3CCCCO3)c2n1, Cl, [Na+], [Na+], [OH-], [OH-], O=C(O)CC(O)(CC(=O)O)C(=O)O. The product is Cc1nc(-c2cc(C(C)N3CCOCC3)cnc2Nc2cnc(Cl)c(NS(C)(=O)=O)c2)c2nc[nH]c2n1. RXN SMILES: [CH2:62]1[O:63][CH2:64][CH2:65][CH2:66]1.[Cl:1][c:2]1[n:3][cH:4][c:5]([NH:13][c:14]2[n:15][cH:16][c:17]([CH:36]([CH3:37])[N:38]3[CH2:39][CH2:40][O:41][CH2:42][CH2:43]3)[cH:18][c:19]2-[c:20]2[c:21]3[n:22][cH:23][n:24]([CH:30]4[CH2:31][CH2:32][CH2:33][CH2:34][O:35]4)[c:25]3[n:26][c:27]([CH3:29])[n:28]2)[cH:6][c:7]1[NH:8][S:9](=[O:10])(=[O:11])[CH3:12].[ClH:44].[Na+:59].[Na+:61].[OH-:58].[OH-:60].[OH:45][C:46]([CH2:47][C:48]([C:49](=[O:50])[OH:51])([CH2:52][C:53](=[O:54])[OH:55])[OH:56])=[O:57]>>[Cl:1][c:2]1[n:3][cH:4][c:5]([NH:13][c:14]2[n:15][cH:16][c:17]([CH:36]([CH3:37])[N:38]3[CH2:39][CH2:40][O:41][CH2:42][CH2:43]3)[cH:18][c:19]2-[c:20]2[c:21]3[n:22][cH:23][nH:24][c:25]3[n:26][c:27]([CH3:29])[n:28]2)[cH:6][c:7]1[NH:8][S:9](=[O:10])(=[O:11])[CH3:12].